Dataset: the Open Reaction Database (ORD), a public repository of structured organic reaction records. Task: describe an organic reaction: reactants, conditions, products, and yield The solvent is C1(=CC=CC=C1)C (toluene), C(Cl)Cl (CH2Cl2). As a reaction SMILES: [H-].C([Al+]CC(C)C)C(C)C.[CH:11]1[C:20]2[C:15](=[CH:16][CH:17]=[CH:18][CH:19]=2)[CH:14]=[CH:13][C:12]=1/[C:21](/[CH3:27])=[CH:22]/[C:23](OC)=[O:24].[NH4+].[Cl-]>C1(C)C=CC=CC=1.C(Cl)Cl>[CH:11]1[C:20]2[C:15](=[CH:16][CH:17]=[CH:18][CH:19]=2)[CH:14]=[CH:13][C:12]=1/[C:21](/[CH3:27])=[CH:22]/[CH2:23][OH:24] |f:0.1,3.4|. Reported procedure: A solution of diisobutylaluminum hydride in toluene (1.5M, 45 ml) was added dropwise to a solution of methyl (E)-3-(2-naphthyl)crotonate (6.01 g) in CH2Cl2 at −78° C. and the mixture was stirred at −78° C. for 4 hours. 1N-Hhydrochloric acid and saturated aqueous solution of NH4Cl were added to the mixture and organic layer was washed with 1N HCl and brine, dried and concentrated. The residue was crystallized from hexane to give the titled compound (5.16 g) as a white solid. Reactants: [NH4+].[Cl-] (NH4Cl), [H-].C(C(C)C)[Al+]CC(C)C (diisobutylaluminum hydride), C1=C(C=CC2=CC=CC=C12)/C(=C/C(=O)OC)/C (methyl (E)-3-(2-naphthyl)crotonate). Reaction conditions: temperature -78 celsius, time 4 hour. The yield is 98.0%. Product: C1=C(C=CC2=CC=CC=C12)/C(=C/CO)/C ((E)-3-(2-naphthyl )-2-buten-1-ol). The reactants are Cl.N[C@H]1[C@@H](C1)C1=CC=C(C=C1)NC(C1=CC=CC=C1)=O (N-[4-(trans-2-aminocyclopropyl)phenyl]benzamide hydrochloride), C(C1=CC=CC=C1)=O (benzaldehyde), C(O)([O-])=O.[Na+] (sodium hydrogen carbonate), [BH4-].[Na+] (sodium borohydride). Solvent: CO (methanol), O (water). Conditions: temperature 70 celsius, time 1 hour. The product is C(C1=CC=CC=C1)N[C@H]1[C@@H](C1)C1=CC=C(C=C1)NC(C1=CC=CC=C1)=O (N-{4-[trans-2-(benzylamino)cyclopropyl]phenyl}benzamide). RXN SMILES: Cl.[NH2:2][C@@H:3]1[CH2:5][C@H:4]1[C:6]1[CH:11]=[CH:10][C:9]([NH:12][C:13](=[O:20])[C:14]2[CH:19]=[CH:18][CH:17]=[CH:16][CH:15]=2)=[CH:8][CH:7]=1.[CH:21](=O)[C:22]1[CH:27]=[CH:26][CH:25]=[CH:24][CH:23]=1.C(=O)([O-])O.[Na+].[BH4-].[Na+]>CO.O>[CH2:21]([NH:2][C@@H:3]1[CH2:5][C@H:4]1[C:6]1[CH:11]=[CH:10][C:9]([NH:12][C:13](=[O:20])[C:14]2[CH:19]=[CH:18][CH:17]=[CH:16][CH:15]=2)=[CH:8][CH:7]=1)[C:22]1[CH:27]=[CH:26][CH:25]=[CH:24][CH:23]=1 |f:0.1,3.4,5.6|. Procedure: To a solution of N-[4-(trans-2-aminocyclopropyl)phenyl]benzamide hydrochloride (70 mg) in methanol (2 mL) were added benzaldehyde (25 μL) and sodium hydrogen carbonate (30.5 mg). The reaction mixture was stirred at 70° C. for 1 hr, and ice-cooled to 0° C. and sodium borohydride (13.8 mg) was added. The mixture was stirred for 1 hr and water was added. The mixture was extracted with ethyl acetate, and the extract was washed with saturated brine and dried over anhydrous sodium sulfate. The solvent... The reactants are CC(C)(C)CC(=O)Cl, Nc1cc2nc(Cl)nc(N3CCOCC3)c2s1. Product: CC(C)(C)CC(=O)Nc1cc2nc(Cl)nc(N3CCOCC3)c2s1. As a reaction SMILES: [C:18]([CH3:19])([CH3:20])([CH3:21])[CH2:22][C:23](=[O:24])[Cl:25].[Cl:1][c:2]1[n:3][c:4]([N:12]2[CH2:13][CH2:14][O:15][CH2:16][CH2:17]2)[c:5]2[c:6]([n:7]1)[cH:8][c:9]([NH2:11])[s:10]2>>[Cl:1][c:2]1[n:3][c:4]([N:12]2[CH2:13][CH2:14][O:15][CH2:16][CH2:17]2)[c:5]2[c:6]([n:7]1)[cH:8][c:9]([NH:11][C:23]([CH2:22][C:18]([CH3:19])([CH3:20])[CH3:21])=[O:24])[s:10]2. Starting materials: ClC=1N=C(C2=C(N1)SC(=N2)CCN2CCC(CC2)C(C)(C)O)N2CCOCC2 (2-{1-[2-(5-chloro-7-morpholin-4-yl-thiazolo[5,4-d]pyrimidin-2-yl)ethyl]-piperidin-4-yl}propan-2-ol), C(C)C=1NC2=C(N1)C=CC=C2 (2-ethylbenzimidazole), CC(C)C1=CC(=C(C(=C1)C(C)C)C2=C(C=CC=C2)P(C3CCCCC3)C4CCCCC4)C(C)C (Xphos), C(=O)([O-])[O-].[Cs+].[Cs+] (Cs2CO3). The reagents and catalysts are C=1C=CC(=CC1)/C=C/C(=O)/C=C/C2=CC=CC=C2.C=1C=CC(=CC1)/C=C/C(=O)/C=C/C2=CC=CC=C2.C=1C=CC(=CC1)/C=C/C(=O)/C=C/C2=CC=CC=C2.[Pd].[Pd] (Pd2(dba)3). Solvent: O1CCOCC1 (dioxane). Reaction conditions: temperature 120 celsius. Yields the product C(C)C1=NC2=C(N1C=1N=C(C3=C(N1)SC(=N3)CCN3CCC(CC3)C(C)(C)O)N3CCOCC3)C=CC=C2 (2-(1-(2-(5-(2-ethyl-1H-benzo[d]imidazol-1-yl)-7-morpholinothiazolo[5,4-d]pyrimidin-2-yl)ethyl)piperidin-4-yl)propan-2-ol). The yield is 56.0%. Reaction SMILES: Cl[C:2]1[N:3]=[C:4]([N:23]2[CH2:28][CH2:27][O:26][CH2:25][CH2:24]2)[C:5]2[N:10]=[C:9]([CH2:11][CH2:12][N:13]3[CH2:18][CH2:17][CH:16]([C:19]([OH:22])([CH3:21])[CH3:20])[CH2:15][CH2:14]3)[S:8][C:6]=2[N:7]=1.[CH2:29]([C:31]1[NH:32][C:33]2[CH:39]=[CH:38][CH:37]=[CH:36][C:34]=2[N:35]=1)[CH3:30].CC(C1C=C(C(C)C)C(C2C=CC=CC=2P(C2CCCCC2)C2CCCCC2)=C(C(C)C)C=1)C.C([O-])([O-])=O.[Cs+].[Cs+]>O1CCOCC1.C1C=CC(/C=C/C(/C=C/C2C=CC=CC=2)=O)=CC=1.C1C=CC(/C=C/C(/C=C/C2C=CC=CC=2)=O)=CC=1.C1C=CC(/C=C/C(/C=C/C2C=CC=CC=2)=O)=CC=1.[Pd].[Pd]>[CH2:29]([C:31]1[N:32]([C:2]2[N:3]=[C:4]([N:23]3[CH2:28][CH2:27][O:26][CH2:25][CH2:24]3)[C:5]3[N:10]=[C:9]([CH2:11][CH2:12][N:13]4[CH2:18][CH2:17][CH:16]([C:19]([OH:22])([CH3:21])[CH3:20])[CH2:15][CH2:14]4)[S:8][C:6]=3[N:7]=2)[C:33]2[CH:39]=[CH:38][CH:37]=[CH:36][C:34]=2[N:35]=1)[CH3:30] |f:3.4.5,7.8.9.10.11|. Procedure: A mixture of 2-{1-[2-(5-chloro-7-morpholin-4-yl-thiazolo[5,4-d]pyrimidin-2-yl)ethyl]-piperidin-4-yl}propan-2-ol (56 mg, 0.13 mmol), 2-ethylbenzimidazole (21 mg, 0.15 mmol), Pd2(dba)3 (3.0 mg, 2.5 mol %), Xphos (6.3 mg, 10 mol %) and Cs2CO3 (64 mg, 0.20 mmol) in dioxane (1.0 mL) was purged with argon gas then heated at 120° C., for 18 h, in a sealed tube. The reaction mixture was loaded onto an Isolute® SCX-2 cartridge, washed with MeOH then the desired product eluted with 2 M NH3 in MeOH. The re... Starting materials: CN(C)CCOc1cccc(OCc2ccccc2)c1, CC(C)(C)OC(=O)n1nc(-c2ccc(O)cc2)c(C#N)c1N. The product is CN(C)CCOc1cccc(O)c1. As a reaction SMILES: [CH2:23]([c:24]1[cH:25][cH:26][cH:27][cH:28][cH:29]1)[O:30][c:31]1[cH:32][c:33]([O:34][CH2:35][CH2:36][N:37]([CH3:38])[CH3:39])[cH:40][cH:41][cH:42]1.[NH2:1][c:2]1[n:3]([C:4]([O:5][C:6]([CH3:7])([CH3:8])[CH3:9])=[O:10])[n:11][c:12](-[c:13]2[cH:14][cH:15][c:16]([OH:17])[cH:18][cH:19]2)[c:20]1[C:21]#[N:22]>>[OH:30][c:31]1[cH:32][c:33]([O:34][CH2:35][CH2:36][N:37]([CH3:38])[CH3:39])[cH:40][cH:41][cH:42]1. The reactants are N1(C=NC=C1)C=1C=CC(NN1)=O (6-(1-imidazolyl)-3(2H)-pyridazinone), Cl.ClCCN(CC1=CC=CC=C1)CCOC1=CC=CC=C1 (N-(2-chloroethyl)-N-(2-phenoxyethyl)-N-benzylamine hydrochloride). The solvent is C(C)O (ethanol), [Na] (sodium), C(C)O (ethanol), [Na] (sodium), C(C)O (ethanol). Conditions: time 15 minute. The product is Cl.Cl.C(C1=CC=CC=C1)N(CCOC1=CC=CC=C1)CCN1N=C(C=CC1=O)N1C=NC=C1 (2-[N-benzyl-N-(2-phenoxyethyl]-aminoethyl}-6-(1-imidazolyl)-pyridazinone dihydrochloride). Isolated yield 80.5%. Reaction SMILES: [N:1]1([C:6]2[CH:7]=[CH:8][C:9](=[O:12])[NH:10][N:11]=2)[CH:5]=[CH:4][N:3]=[CH:2]1.[ClH:13].[Cl:14][CH2:15][CH2:16][N:17]([CH2:25][CH2:26][O:27][C:28]1[CH:33]=[CH:32][CH:31]=[CH:30][CH:29]=1)[CH2:18][C:19]1[CH:24]=[CH:23][CH:22]=[CH:21][CH:20]=1>[Na].C(O)C>[ClH:14].[ClH:13].[CH2:18]([N:17]([CH2:16][CH2:15][N:10]1[C:9](=[O:12])[CH:8]=[CH:7][C:6]([N:1]2[CH:5]=[CH:4][N:3]=[CH:2]2)=[N:11]1)[CH2:25][CH2:26][O:27][C:28]1[CH:33]=[CH:32][CH:31]=[CH:30][CH:29]=1)[C:19]1[CH:20]=[CH:21][CH:22]=[CH:23][CH:24]=1 |f:1.2,5.6.7,^1:33|. Procedure details: 2.43 g (0.015 mole) of 6-(1-imidazolyl)-3(2H)-pyridazinone are dissolved in the solution of 0.35 g (0.015 g-atom) of sodium in 12 ml of absolute ethanol and the solution is stirred at room temperature for 15 minutes. To the thus-obtained suspension, the base liberated from the solution of 4.89 g (0.015 mole) of N-(2-chloroethyl)-N-(2-phenoxyethyl)-N-benzylamine hydrochloride [dissolved in 12 ml of absolute ethanol by adding a solution of 0.35 g (0.015 g-atom) of sodium in 12 ml of absolute ethan... Product: COc1cc2c(cc1OC)C(=Cc1ccccc1[N+](=O)[O-])C(=O)CC2. As a reaction SMILES: [CH3:1][O:2][c:3]1[cH:4][c:5]2[c:10]([cH:11][c:12]1[O:13][CH3:14])[CH2:9][C:8](=[O:15])[CH2:7][CH2:6]2.[N+:16](=[O:17])([O-:18])[c:19]1[c:20]([CH:21]=[O:22])[cH:23][cH:24][cH:25][cH:26]1>>[CH3:1][O:2][c:3]1[cH:4][c:5]2[c:10]([cH:11][c:12]1[O:13][CH3:14])[C:9](=[CH:21][c:20]1[c:19]([N+:16](=[O:17])[O-:18])[cH:26][cH:25][cH:24][cH:23]1)[C:8](=[O:15])[CH2:7][CH2:6]2. The reactants are COc1cc2c(cc1OC)CC(=O)CC2, O=Cc1ccccc1[N+](=O)[O-]. The reactants are CC(C)=O, FC(F)=C(Cl)Cl, [K+], [OH-], Oc1ccccc1. The product is FC(F)(Oc1ccccc1)C(Cl)Cl. As a reaction SMILES: [CH3:16][C:17](=[O:18])[CH3:19].[Cl:10][C:11](=[C:12]([F:13])[F:14])[Cl:15].[K+:9].[OH-:8].[OH:1][c:2]1[cH:3][cH:4][cH:5][cH:6][cH:7]1>>[O:1]([c:2]1[cH:3][cH:4][cH:5][cH:6][cH:7]1)[C:12]([CH:11]([Cl:10])[Cl:15])([F:13])[F:14].